From a dataset of the Open Reaction Database (ORD), a public repository of structured organic reaction records. describe an organic reaction: reactants, conditions, products, and yield Reactants: FC(S(=O)(=O)OCC)(F)F (Ethyl trifluoromethanesulfonate), C(C)OC(C(CCC1CCC(CC1)(C1=C(C=CC(=C1)F)F)S(=O)(=O)C1=CC=C(C=C1)Cl)S(=O)(=O)C)=O (4-[4-(4-Chloro-benzenesulfonyl)-4-(2,5-difluoro-phenyl)-cyclohexyl]-2-methanesulfonyl-butyric acid ethyl ester), [H-].[Na+] (sodium hydride). Solvent: CN(C=O)C (N,N-dimethylformamide), CN(C=O)C (N,N-dimethylformamide). Reaction conditions: time 45 minute. Product: C(C)OC(C(CCC1CCC(CC1)(C1=C(C=CC(=C1)F)F)S(=O)(=O)C1=CC=C(C=C1)Cl)(S(=O)(=O)C)CC)=O (4-[4-(4-Chloro-benzenesulfonyl)-4-(2,5-difluoro-phenyl)-cyclohexyl]-2-ethyl-2-methanesulfonyl-butyric acid ethyl ester). The yield is 12.3%. As a reaction SMILES: [CH2:1]([O:3][C:4](=[O:36])[CH:5]([S:32]([CH3:35])(=[O:34])=[O:33])[CH2:6][CH2:7][CH:8]1[CH2:13][CH2:12][C:11]([S:22]([C:25]2[CH:30]=[CH:29][C:28]([Cl:31])=[CH:27][CH:26]=2)(=[O:24])=[O:23])([C:14]2[CH:19]=[C:18]([F:20])[CH:17]=[CH:16][C:15]=2[F:21])[CH2:10][CH2:9]1)[CH3:2].[H-].[Na+].FC(F)(F)S(O[CH2:45][CH3:46])(=O)=O>CN(C)C=O>[CH2:1]([O:3][C:4](=[O:36])[C:5]([CH2:45][CH3:46])([S:32]([CH3:35])(=[O:33])=[O:34])[CH2:6][CH2:7][CH:8]1[CH2:9][CH2:10][C:11]([S:22]([C:25]2[CH:26]=[CH:27][C:28]([Cl:31])=[CH:29][CH:30]=2)(=[O:24])=[O:23])([C:14]2[CH:19]=[C:18]([F:20])[CH:17]=[CH:16][C:15]=2[F:21])[CH2:12][CH2:13]1)[CH3:2] |f:1.2|. Reported procedure: A solution of the product from Example 108 (620 mg, 1.10 mmol) in N,N-dimethylformamide (2.5 mL) was added dropwise to a solution of sodium hydride (60% dispersion in mineral oil, 48 mg, 1.21 mmol) in N,N-dimethylformamide (2.5 mL), and stirred for 45 minutes. Ethyl trifluoromethanesulfonate (0.140 mL, 1.10 mmol) was added dropwise and stirred for 14 hours at room temperature. The reaction was partitioned between diethyl ether (150 mL) and 1M aqueous hydrochloric acid (150 mL), the phases were s... Starting materials: ClCCC1N(C(CC1)C1=CC=C(C=C1)F)S(=O)(=O)C1=CC=C(C=C1)C ((2RS,5RS)-2-(2-chloro-ethyl)-5-(4-fluoro-phenyl)-1-(toluene-4-sulfonyl)-pyrrolidine), N1N=CC=C1 (1H-pyrazole). The product is FC1=CC=C(C=C1)C1CCC(N1S(=O)(=O)C1=CC=C(C=C1)C)CCN1N=CC=C1 ((2RS,5SR)-1-{2-[5-(4-Fluoro-phenyl)-1-(toluene-4-sulfonyl)-pyrrolidin-2-yl]-ethyl}-1H-pyrazole). As a reaction SMILES: Cl[CH2:2][CH2:3][CH:4]1[CH2:8][CH2:7][CH:6]([C:9]2[CH:14]=[CH:13][C:12]([F:15])=[CH:11][CH:10]=2)[N:5]1[S:16]([C:19]1[CH:24]=[CH:23][C:22]([CH3:25])=[CH:21][CH:20]=1)(=[O:18])=[O:17].[NH:26]1[CH:30]=[CH:29][CH:28]=[N:27]1>>[F:15][C:12]1[CH:11]=[CH:10][C:9]([CH:6]2[N:5]([S:16]([C:19]3[CH:24]=[CH:23][C:22]([CH3:25])=[CH:21][CH:20]=3)(=[O:18])=[O:17])[CH:4]([CH2:3][CH2:2][N:26]3[CH:30]=[CH:29][CH:28]=[N:27]3)[CH2:8][CH2:7]2)=[CH:14][CH:13]=1. Procedure details: The title compound, white solid, m.p.=121° C. and MS: m/e=414.2 (M+H+), was prepared in accordance with the general method of example 82b from (2RS,5RS)-2-(2-chloro-ethyl)-5-(4-fluoro-phenyl)-1-(toluene-4-sulfonyl)-pyrrolidine and 1H-pyrazole. Reactants: C(C)(C)(C)OC(=O)NC1=CC=CC=C1 (N-tert-butoxycarbonylaniline), [O-]P(=O)([O-])[O-].[K+].[K+].[K+] (K3PO4), [C@@H]1([C@@H](CCCC1)N)N (trans-1,2-Cyclohexanediamine), IC=1C=C(C=C(C1)C)C (5-iodo-m-xylene). Reagents/catalysts: [Cu]I (CuI). Run in O1CCOCC1 (dioxane). Run at temperature 110 celsius, time 23 hour. The product is C(C)(C)(C)OC(=O)N(C1=CC=CC=C1)C1=CC(=CC(=C1)C)C (N-tert-Butoxycarbonyl-N-(3,5-dimethylphenyl)aniline). Isolated yield 96.7%. Reaction SMILES: [C:1]([O:5][C:6]([NH:8][C:9]1[CH:14]=[CH:13][CH:12]=[CH:11][CH:10]=1)=[O:7])([CH3:4])([CH3:3])[CH3:2].[O-]P([O-])([O-])=O.[K+].[K+].[K+].[C@@H]1(N)CCCC[C@H]1N.I[C:32]1[CH:33]=[C:34]([CH3:39])[CH:35]=[C:36]([CH3:38])[CH:37]=1>[Cu]I.O1CCOCC1>[C:1]([O:5][C:6]([N:8]([C:32]1[CH:37]=[C:36]([CH3:38])[CH:35]=[C:34]([CH3:39])[CH:33]=1)[C:9]1[CH:14]=[CH:13][CH:12]=[CH:11][CH:10]=1)=[O:7])([CH3:4])([CH3:2])[CH3:3] |f:1.2.3.4|. Procedure details: An oven-dried resealable Schlenk tube was charged with CuI (2.0 mg, 0.0105 mmol, 1.0 mol %), N-tert-butoxycarbonylaniline (200 mg, 1.04 mmol), K3PO4 (450 mg, 2.12 mmol), evacuated and backfilled with argon. trans-1,2-Cyclohexanediamine (13 μL, 0.108 mmol, 10 mol %), 5-iodo-m-xylene (190 μL, 1.32 mmol) and dioxane (1.0 mL) were added under argon. The Schlenk tube was sealed with a Teflon valve and the reaction mixture was stirred magnetically at 110° C. for 23 h. The resulting pale yellow suspens... Reactants: C(C)(=O)O (acetic acid), N1=CC=CC=C1 (pyridine), 4-dimethyl aminopyridine, ClC1=CC2=C(C3(C(O2)(C2=CC=CC=C2C3=O)O)O)C=C1 (7-Chloro-4b,9b-dihydroxy-4bH-benzo[d]indeno[1,2-b]-furan-10(9bH)-one), C1CCOC1 (THF). Reaction conditions: time 12 hour. The product is C(C)(=O)OC1=C(C=CC(=C1)Cl)C1(C(C2=CC=CC=C2C1=O)=O)OC(C)=O (2-(2-Acetoxy-1,3-dioxo-2,3-dihydro-1H-inden-2-yl)-5-chlorophenyl acetate). The yield is 19.0%. RXN SMILES: [Cl:1][C:2]1[CH:20]=[CH:19][C:5]2[C:6]3([OH:18])[C:15](=[O:16])[C:14]4[C:9](=[CH:10][CH:11]=[CH:12][CH:13]=4)[C:7]3([OH:17])[O:8][C:4]=2[CH:3]=1.[C:21]([OH:24])(=O)[CH3:22].N1C=CC=CC=1.C1C[O:34][CH2:33][CH2:32]1>>[C:33]([O:8][C:4]1[CH:3]=[C:2]([Cl:1])[CH:20]=[CH:19][C:5]=1[C:6]1([O:18][C:21](=[O:24])[CH3:22])[C:7](=[O:17])[C:9]2[C:14](=[CH:13][CH:12]=[CH:11][CH:10]=2)[C:15]1=[O:16])(=[O:34])[CH3:32]. Procedure: 7-Chloro-4b,9b-dihydroxy-4bH-benzo[d]indeno[1,2-b]-furan-10(9bH)-one (2.00 g, 6.9 mmol) was completely dissolved in anhydrous THF (20 ml). This solution was added with anhydrous acetic acid (1.41 ml, 13.8 mmol), pyridine (0.55 ml, 6.9 mmol), and 4-dimethyl aminopyridine (0.2 g), and stirred at room temperature for 12 hrs. After the reaction mixture was extracted with dichloromethane, the organic layer was concentrated and purified using column chromatography (ethylacetate:hexane=1:3) to afford t... Starting materials: CCOCC, O=C(O)C(=O)N1CCC(Cc2ccc(F)cc2)CC1, Nc1ccc2c(c1)CCC2. Product: O=C(Nc1ccc2c(c1)CCC2)C(=O)N1CCC(Cc2ccc(F)cc2)CC1. RXN SMILES: [CH2:30]([O:31][CH2:32][CH3:33])[CH3:34].[F:1][c:2]1[cH:3][cH:4][c:5]([CH2:6][CH:7]2[CH2:8][CH2:9][N:10]([C:13]([C:14](=[O:15])[OH:16])=[O:17])[CH2:11][CH2:12]2)[cH:18][cH:19]1.[NH2:20][c:21]1[cH:22][c:23]2[c:27]([cH:28][cH:29]1)[CH2:26][CH2:25][CH2:24]2>>[F:1][c:2]1[cH:3][cH:4][c:5]([CH2:6][CH:7]2[CH2:8][CH2:9][N:10]([C:13]([C:14](=[O:16])[NH:20][c:21]3[cH:22][c:23]4[c:27]([cH:28][cH:29]3)[CH2:26][CH2:25][CH2:24]4)=[O:17])[CH2:11][CH2:12]2)[cH:18][cH:19]1.